Dataset: the Open Reaction Database (ORD), a public repository of structured organic reaction records. Task: describe an organic reaction: reactants, conditions, products, and yield Starting materials: C(C)OC(=O)C1CCN(CC1)[C@H]1[C@H](CCCC1)C1=CC=C(C=C1)F (cis-rac-1-[2-(4-fluoro-phenyl)-cyclohexyl]-piperidine-4-carboxylic acid ethyl ester), FC1=CC=C(/C=C/[N+](=O)[O-])C=C1 (4-fluoro-trans-beta-nitrostyrene). Product: C(C)OC(=O)C1(CCN(CC1)[C@H]1[C@H](CCCC1)C1=CC=C(C=C1)F)C(C[N+](=O)[O-])C1=CC=C(C=C1)F (cis-rac-1-[2-(4-Fluoro-phenyl)-cyclohexyl]-4-[1-(4-fluoro-phenyl)-2-nitro-ethyl]-piperidine-4-carboxylic acid ethyl ester). Yield: 77.0%. Reaction SMILES: [CH2:1]([O:3][C:4]([CH:6]1[CH2:11][CH2:10][N:9]([C@@H:12]2[CH2:17][CH2:16][CH2:15][CH2:14][C@@H:13]2[C:18]2[CH:23]=[CH:22][C:21]([F:24])=[CH:20][CH:19]=2)[CH2:8][CH2:7]1)=[O:5])[CH3:2].[F:25][C:26]1[CH:36]=[CH:35][C:29](/[CH:30]=[CH:31]/[N+:32]([O-:34])=[O:33])=[CH:28][CH:27]=1>>[CH2:1]([O:3][C:4]([C:6]1([CH:30]([C:29]2[CH:35]=[CH:36][C:26]([F:25])=[CH:27][CH:28]=2)[CH2:31][N+:32]([O-:34])=[O:33])[CH2:7][CH2:8][N:9]([C@@H:12]2[CH2:17][CH2:16][CH2:15][CH2:14][C@@H:13]2[C:18]2[CH:19]=[CH:20][C:21]([F:24])=[CH:22][CH:23]=2)[CH2:10][CH2:11]1)=[O:5])[CH3:2]. Reported procedure: As described for example 1b, cis-rac-1-[2-(4-fluoro-phenyl)-cyclohexyl]-piperidine-4-carboxylic acid ethyl ester (1.0 g, 3 mmol) (using 4-fluoro-trans-beta-nitrostyrene instead of trans-beta-nitrostyrene) was converted to the title compound (1.2 g, 77%) which was obtained as a white solid. MS: m/e=501.4 (M+H). The reactants are CO, Cl, [Na+], C1CCOC1, [OH-], O, COC(=O)c1cccc(-c2cc(-c3ccccc3)on2)c1. The product is O=C(O)c1cccc(-c2cc(-c3ccccc3)on2)c1. As a reaction SMILES: [CH3:31][OH:32].[ClH:29].[Na+:23].[O:24]1[CH2:25][CH2:26][CH2:27][CH2:28]1.[OH-:22].[OH2:30].[c:1]1(-[c:7]2[cH:8][c:9](-[c:12]3[cH:13][c:14]([C:15](=[O:16])[O:17][CH3:18])[cH:19][cH:20][cH:21]3)[n:10][o:11]2)[cH:2][cH:3][cH:4][cH:5][cH:6]1>>[c:1]1(-[c:7]2[cH:8][c:9](-[c:12]3[cH:13][c:14]([C:15](=[O:16])[OH:17])[cH:19][cH:20][cH:21]3)[n:10][o:11]2)[cH:2][cH:3][cH:4][cH:5][cH:6]1.